From a dataset of the Open Reaction Database (ORD), a public repository of structured organic reaction records. describe an organic reaction: reactants, conditions, products, and yield RXN SMILES: [CH:33]([N:34]([CH:35]([CH3:36])[CH3:37])[CH2:38][CH3:39])([CH3:40])[CH3:41].[CH:42]([OH:43])([CH3:44])[CH3:45].[Cl:1][c:2]1[c:3]2[n:4][cH:5][n:6]([CH:11]3[O:12][CH:13]([CH2:18][O:19][CH2:20][C:21]([F:22])([F:23])[F:24])[CH:14]([OH:17])[CH:15]3[OH:16])[c:7]2[n:8][cH:9][n:10]1.[NH2:25][c:26]1[cH:27][cH:28][c:29]([F:30])[cH:31][cH:32]1>>[c:2]1([NH:25][c:26]2[cH:27][cH:28][c:29]([F:30])[cH:31][cH:32]2)[c:3]2[n:4][cH:5][n:6]([CH:11]3[O:12][CH:13]([CH2:18][O:19][CH2:20][C:21]([F:22])([F:23])[F:24])[CH:14]([OH:17])[CH:15]3[OH:16])[c:7]2[n:8][cH:9][n:10]1. Yields the product OC1C(COCC(F)(F)F)OC(n2cnc3c(Nc4ccc(F)cc4)ncnc32)C1O. Starting materials: CCN(C(C)C)C(C)C, CC(C)O, OC1C(COCC(F)(F)F)OC(n2cnc3c(Cl)ncnc32)C1O, Nc1ccc(F)cc1. Reactants: C([O-])([O-])=O.[K+].[K+] (potassium carbonate), CS(=O)(=O)C1=NC(=CC(=N1)OC)OC (2-methanesulfonyl-4,6-dimethoxypyrimidine), OC(C#N)C(CC)(C1=CC=CC=C1)C1=CC=CC=C1 (2-hydroxy-3,3-diphenylvaleronitrile). Solvent: CN(C)C=O (DMF). Run at time 72 hour. Yields the product COC1=NC(=NC(=C1)OC)OC(C#N)C(CC)(C1=CC=CC=C1)C1=CC=CC=C1 (2-(4,6-Dimethoxy-2-pyrimidinyloxy)-3,3-diphenylvaleronitrile). Yield: 81.0%. RXN SMILES: [OH:1][CH:2]([C:5]([C:14]1[CH:19]=[CH:18][CH:17]=[CH:16][CH:15]=1)([C:8]1[CH:13]=[CH:12][CH:11]=[CH:10][CH:9]=1)[CH2:6][CH3:7])[C:3]#[N:4].C(=O)([O-])[O-].[K+].[K+].CS([C:30]1[N:35]=[C:34]([O:36][CH3:37])[CH:33]=[C:32]([O:38][CH3:39])[N:31]=1)(=O)=O>CN(C=O)C>[CH3:39][O:38][C:32]1[CH:33]=[C:34]([O:36][CH3:37])[N:35]=[C:30]([O:1][CH:2]([C:5]([C:14]2[CH:15]=[CH:16][CH:17]=[CH:18][CH:19]=2)([C:8]2[CH:9]=[CH:10][CH:11]=[CH:12][CH:13]=2)[CH2:6][CH3:7])[C:3]#[N:4])[N:31]=1 |f:1.2.3|. Procedure details: 7.0 g (27.9 mmol) of 2-hydroxy-3,3-diphenylvaleronitrile were dissolved in 100 ml of DMF (abs.) and, under nitrogen, 7.57 g (55.7 mmol) of potassium carbonate and 6.1 g (27.9 mmol) of 2-methanesulfonyl-4,6-dimethoxypyrimidine were added, and the mixture was stirred at room temperature for 72 hours. The mixture was concentrated under reduced pressure, and the residue was taken up in water and extracted three times with ethyl acetate. The combined organic phases were dried over MgSO4, and the solv... The reactants are CC(C)(C)NS(=O)(=O)c1ccc(-c2cn(-c3nc(-c4ccc(F)cc4)cc(C(F)(F)F)n3)cn2)s1, ClCCl, O=C(O)C(F)(F)F. The product is NS(=O)(=O)c1ccc(-c2cn(-c3nc(-c4ccc(F)cc4)cc(C(F)(F)F)n3)cn2)s1. Reaction SMILES: [C:1]([CH3:2])([CH3:3])([CH3:4])[NH:5][S:6](=[O:7])(=[O:8])[c:9]1[s:10][c:11](-[c:14]2[n:15][cH:16][n:17](-[c:19]3[n:20][c:21]([C:32]([F:33])([F:34])[F:35])[cH:22][c:23](-[c:25]4[cH:26][cH:27][c:28]([F:31])[cH:29][cH:30]4)[n:24]3)[cH:18]2)[cH:12][cH:13]1.[Cl:43][CH2:44][Cl:45].[F:36][C:37]([F:38])([F:39])[C:40]([OH:41])=[O:42]>>[NH2:5][S:6](=[O:7])(=[O:8])[c:9]1[s:10][c:11](-[c:14]2[n:15][cH:16][n:17](-[c:19]3[n:20][c:21]([C:32]([F:33])([F:34])[F:35])[cH:22][c:23](-[c:25]4[cH:26][cH:27][c:28]([F:31])[cH:29][cH:30]4)[n:24]3)[cH:18]2)[cH:12][cH:13]1. Reactants: O=C1CCC(=O)N1Br, O=C(OOC(=O)c1ccccc1)c1ccccc1, ClC(Cl)(Cl)Cl, Cc1cccc2c(-c3ccc(F)cc3)onc12. Product: Fc1ccc(-c2onc3c(CBr)cccc23)cc1. As a reaction SMILES: [Br:18][N:19]1[C:20](=[O:21])[CH2:22][CH2:23][C:24]1=[O:25].[C:26]([O:27][O:28][C:29](=[O:30])[c:31]1[cH:32][cH:33][cH:34][cH:35][cH:36]1)(=[O:37])[c:38]1[cH:39][cH:40][cH:41][cH:42][cH:43]1.[C:44]([Cl:45])([Cl:46])([Cl:47])[Cl:48].[F:1][c:2]1[cH:3][cH:4][c:5](-[c:8]2[o:9][n:10][c:11]3[c:12]2[cH:13][cH:14][cH:15][c:16]3[CH3:17])[cH:6][cH:7]1>>[F:1][c:2]1[cH:3][cH:4][c:5](-[c:8]2[o:9][n:10][c:11]3[c:12]2[cH:13][cH:14][cH:15][c:16]3[CH2:17][Br:18])[cH:6][cH:7]1. Reactants: CC(C)(C)OC(=O)NC1CCN(c2ccnc(Cl)n2)CC1, CCO, CC(=O)O. Product: CC(C)(C)OC(=O)NC1CCN(c2ccncn2)CC1. RXN SMILES: [C:1]([CH3:2])([CH3:3])([CH3:4])[O:5][C:6]([NH:7][CH:8]1[CH2:9][CH2:10][N:11]([c:14]2[n:15][c:16]([Cl:20])[n:17][cH:18][cH:19]2)[CH2:12][CH2:13]1)=[O:21].[CH3:22][CH2:23][OH:24].[CH3:25][C:26](=[O:27])[OH:28]>>[C:1]([CH3:2])([CH3:3])([CH3:4])[O:5][C:6]([NH:7][CH:8]1[CH2:9][CH2:10][N:11]([c:14]2[n:15][cH:16][n:17][cH:18][cH:19]2)[CH2:12][CH2:13]1)=[O:21]. The reactants are NC1=NC=C(C=N1)Br (2-Amino-5-bromopyrimidine), BrCC(=O)C1=CC=C(C=C1)C1=CN=CO1 (2-bromo-1-[4-(1,3-oxazol-5-yl)phenyl]-1-ethanone). Run in O1CCOCC1 (1,4-dioxane). Yields the product BrC=1C=NC=2N(C1)C=C(N2)C2=CC=C(C=C2)C2=CN=CO2 (5-[4-(6-Bromoimidazo[1,2-a]pyrimidin-2-yl)phenyl]-1,3-oxazole). Isolated yield 86.1%. RXN SMILES: [NH2:1][C:2]1[N:7]=[CH:6][C:5]([Br:8])=[CH:4][N:3]=1.Br[CH2:10][C:11]([C:13]1[CH:18]=[CH:17][C:16]([C:19]2[O:23][CH:22]=[N:21][CH:20]=2)=[CH:15][CH:14]=1)=O>O1CCOCC1>[Br:8][C:5]1[CH:4]=[N:3][C:2]2[N:7]([CH:10]=[C:11]([C:13]3[CH:18]=[CH:17][C:16]([C:19]4[O:23][CH:22]=[N:21][CH:20]=4)=[CH:15][CH:14]=3)[N:1]=2)[CH:6]=1. Reported procedure: 2-Amino-5-bromopyrimidine (348 mg) and 2-bromo-1-[4-(1,3-oxazol-5-yl)phenyl]-1-ethanone (532 mg) were suspended in 1,4-dioxane (20 mL), followed by refluxing under heating overnight. Immediately after refluxing, the reaction mixture was filtered without being cooled, followed by washing with heated 1,4-dioxane and drying, to thereby yield the title compound (587 mg). Starting materials: FC1=CC2=C(CS(N2)(=O)=O)C=C1 (1,3-dihydro-6-fluoro-2,1-benzisothiazole-2,2-dioxide), ClC(=O)OCC (ethyl chloroformate). The solvent is N1=CC=CC=C1 (pyridine). Reaction conditions: time 30 minute. Product: C(C)OC(=O)N1S(CC2=C1C=C(C=C2)F)(=O)=O (1-ethoxycarbonyl-1,3-dihydro-6-fluoro-2,1-benzisothiazole 2,2-dioxide). Yield: 87.1%. Reaction SMILES: [F:1][C:2]1[CH:12]=[CH:11][C:5]2[CH2:6][S:7](=[O:10])(=[O:9])[NH:8][C:4]=2[CH:3]=1.Cl[C:14]([O:16][CH2:17][CH3:18])=[O:15]>N1C=CC=CC=1>[CH2:17]([O:16][C:14]([N:8]1[C:4]2[CH:3]=[C:2]([F:1])[CH:12]=[CH:11][C:5]=2[CH2:6][S:7]1(=[O:10])=[O:9])=[O:15])[CH3:18]. Procedure: To a stirred solution of 1,3-dihydro-6-fluoro-2,1-benzisothiazole-2,2-dioxide (2.57 g) in anhydrous pyridine (8 ml) was added ethyl chloroformate (1.79 g) at 0° C. under N2 atmosphere. The mixture was stirred for 30 minutes and concentrated in vacuo. Cold hydrochloric acid was added to the precipitate (pH=6). The resulting solution was extracted with ethyl acetate. The organic layer was washed with water and dried over magnesium sulfate. The crude product was purified by silica gel column chroma...